Task: describe an organic reaction: reactants, conditions, products, and yield. Dataset: the Open Reaction Database (ORD), a public repository of structured organic reaction records Starting materials: CCN=C=NCCCN(C)C, CC#N, Cl, Nc1ncc(Br)nc1C(=O)O, NCCN1CCOCC1, O, On1nnc2ccccc21. The product is Nc1ncc(Br)nc1C(=O)NCCN1CCOCC1. As a reaction SMILES: [CH3:2][N:3]([CH3:4])[CH2:5][CH2:6][CH2:7][N:8]=[C:9]=[N:10][CH2:11][CH3:12].[CH3:44][C:45]#[N:46].[ClH:1].[NH2:22][c:23]1[c:24]([C:30](=[O:31])[OH:32])[n:25][c:26]([Br:29])[cH:27][n:28]1.[O:13]1[CH2:14][CH2:15][N:16]([CH2:19][CH2:20][NH2:21])[CH2:17][CH2:18]1.[OH2:33].[OH:34][n:35]1[c:36]2[cH:37][cH:38][cH:39][cH:40][c:41]2[n:42][n:43]1>>[O:13]1[CH2:14][CH2:15][N:16]([CH2:19][CH2:20][NH:21][C:30]([c:24]2[c:23]([NH2:22])[n:28][cH:27][c:26]([Br:29])[n:25]2)=[O:31])[CH2:17][CH2:18]1. Reactants: C(C)OC(CCC1=CN(C2=CN=C(C=C21)C2=C(C=CC=C2CC)CC)C2=CC=C(C=C2)C(C)C)=O (3-[5-(2,6-diethyl-phenyl)-1-(4-isopropyl-phenyl)-1H-pyrrolo[2,3-c]pyridin-3-yl]-propionic acid ethyl ester), CC(C)C[AlH]CC(C)C (DIBAL), [C@@H]([C@H](C(=O)[O-])O)(C(=O)[O-])O.[Na+].[K+] (Rochelle's salt). Solvent: C(Cl)Cl (DCM). Conditions: temperature -78 celsius, time 3 hour. The product is C(C)C1=C(C(=CC=C1)CC)C=1C=C2C(=CN1)N(C=C2CCCO)C2=CC=C(C=C2)C(C)C (3-[5-(2,6-diethyl-phenyl)-1-(4-isopropyl-phenyl)-1H-pyrrolo[2,3-c]pyridin-3-yl]-propan-1-ol). RXN SMILES: C([O:3][C:4](=O)[CH2:5][CH2:6][C:7]1[C:15]2[C:10](=[CH:11][N:12]=[C:13]([C:16]3[C:21]([CH2:22][CH3:23])=[CH:20][CH:19]=[CH:18][C:17]=3[CH2:24][CH3:25])[CH:14]=2)[N:9]([C:26]2[CH:31]=[CH:30][C:29]([CH:32]([CH3:34])[CH3:33])=[CH:28][CH:27]=2)[CH:8]=1)C.CC(C[AlH]CC(C)C)C.[C@H](O)(C([O-])=O)[C@@H](O)C([O-])=O.[Na+].[K+]>C(Cl)Cl>[CH2:22]([C:21]1[CH:20]=[CH:19][CH:18]=[C:17]([CH2:24][CH3:25])[C:16]=1[C:13]1[CH:14]=[C:15]2[C:7]([CH2:6][CH2:5][CH2:4][OH:3])=[CH:8][N:9]([C:26]3[CH:31]=[CH:30][C:29]([CH:32]([CH3:34])[CH3:33])=[CH:28][CH:27]=3)[C:10]2=[CH:11][N:12]=1)[CH3:23] |f:2.3.4|. Reported procedure: To a solution of 3-[5-(2,6-diethyl-phenyl)-1-(4-isopropyl-phenyl)-1H-pyrrolo[2,3-c]pyridin-3-yl]-propionic acid ethyl ester (220 mg, 0.47 mmol, prepared by the procedure described in Example 11, Step 5) in DCM (4 mL) at −78° C., DIBAL (1M solution in toluene, 2.35 mL, 2.3 mmol) is added, and the mixture is stirred at −78° C. for 3 h. Reaction is warmed up to room temperature, and a saturated aqueous Rochelle's salt solution (6 mL) is carefully added. Stirring is continued for another 1 hour. The... Reactants: aqueous solution, [OH-].[Na+] (sodium hydroxide), Cl.Cl.C1(=CC=CC=C1)C(OC1CCN(CC1)CCCC=1C=CC=2N(N1)C=C(N2)C(C(=O)OCC)(C)C)C2=CC=CC=C2 (ethyl 2-[6-[3-[4-(diphenylmethoxy) piperidino]propyl]imidazo[1,2-b]pyridazin-2-yl]-2-methylpropionate dihydrochloride). The solvent is C(C)O (ethanol). The product is C1(=CC=CC=C1)C(OC1CCN(CC1)CCCC=1C=CC=2N(N1)C=C(N2)C(C(=O)O)(C)C)C2=CC=CC=C2 (2-[6-[3-[4-(diphenylmethoxy)piperidino]propyl]imidazo[1,2-b]pyridazin-2-yl]-2-methylpropionic acid). The yield is 63.0%. RXN SMILES: Cl.Cl.[C:3]1([CH:9]([C:37]2[CH:42]=[CH:41][CH:40]=[CH:39][CH:38]=2)[O:10][CH:11]2[CH2:16][CH2:15][N:14]([CH2:17][CH2:18][CH2:19][C:20]3[CH:21]=[CH:22][C:23]4[N:24]([CH:26]=[C:27]([C:29]([CH3:36])([CH3:35])[C:30]([O:32]CC)=[O:31])[N:28]=4)[N:25]=3)[CH2:13][CH2:12]2)[CH:8]=[CH:7][CH:6]=[CH:5][CH:4]=1.[OH-].[Na+]>C(O)C>[C:37]1([CH:9]([C:3]2[CH:4]=[CH:5][CH:6]=[CH:7][CH:8]=2)[O:10][CH:11]2[CH2:12][CH2:13][N:14]([CH2:17][CH2:18][CH2:19][C:20]3[CH:21]=[CH:22][C:23]4[N:24]([CH:26]=[C:27]([C:29]([CH3:36])([CH3:35])[C:30]([OH:32])=[O:31])[N:28]=4)[N:25]=3)[CH2:15][CH2:16]2)[CH:42]=[CH:41][CH:40]=[CH:39][CH:38]=1 |f:0.1.2,3.4|. Reported procedure: 905 mg of ethyl 2-[6-[3-[4-(diphenylmethoxy) piperidino]propyl]imidazo[1,2-b]pyridazin-2-yl]-2-methylpropionate dihydrochloride was dissolved in 6 ml of ethanol; 5.9 ml of a 1 N aqueous solution of sodium hydroxide was added, followed by thermal refluxing for 2 hours. After cooling, the mixture was concentrated under reduced pressure; the residue was diluted with water and ajusted to pH 4.5 by the addition of 1 N hydrochloric acid. The mixture was crystallized by the addition of acetone, washed ... The reactants are C(CCC)C=1N(C2=C(C=NC=3C=CC=CC23)N1)NC(C)C (N-(2-butyl-1H-imidazo[4,5-c]quinolin-1-yl)isopropylamine), ClC=1C=C(C(=O)OO)C=CC1 (3-chloroperoxybenzoic acid). The solvent is C(Cl)Cl (CH2Cl2). Reaction conditions: time 3 hour. Product: C(CCC)C=1N(C2=C(C=[N+](C=3C=CC=CC23)[O-])N1)NC(C)C (N-(2-butyl-5-oxido-1H-imidazo[4,5-c]quinolin-1-yl)isopropylamine). Yield: 96.0%. RXN SMILES: [CH2:1]([C:5]1[N:6]([NH:18][CH:19]([CH3:21])[CH3:20])[C:7]2[C:16]3[CH:15]=[CH:14][CH:13]=[CH:12][C:11]=3[N:10]=[CH:9][C:8]=2[N:17]=1)[CH2:2][CH2:3][CH3:4].ClC1C=C(C=CC=1)C(OO)=[O:27]>C(Cl)Cl>[CH2:1]([C:5]1[N:6]([NH:18][CH:19]([CH3:20])[CH3:21])[C:7]2[C:16]3[CH:15]=[CH:14][CH:13]=[CH:12][C:11]=3[N+:10]([O-:27])=[CH:9][C:8]=2[N:17]=1)[CH2:2][CH2:3][CH3:4]. Reported procedure: A solution of N-(2-butyl-1H-imidazo[4,5-c]quinolin-1-yl)isopropylamine (334 mg, 1.18 mmol) in 10 mL of CH2Cl2 was treated with 3-chloroperoxybenzoic acid (MCPBA) (77% max., 334 mg, 1.45 mmol). After stirring for 3 h, the reaction was quenched with saturated NaHCO3 solution and extracted into CH2Cl2. The organic portion was washed with saturated NaHCO3 solution, H2O and brine. The organic portion was dried over Na2SO4, filtered and concentrated to give N-(2-butyl-5-oxido-1H-imidazo[4,5-c]quinolin...